From a dataset of the Open Reaction Database (ORD), a public repository of structured organic reaction records. describe an organic reaction: reactants, conditions, products, and yield Reactants: CC1C=2C3=C(C(=NC2NC(C1)=O)Br)N=CC=C3 (1-methyl-6-bromo-1,2-dihydropyrido[2,3-c][1,8]naphthyridin-3(4H)-one), C(#N)[Cu] (CuCN), [C-]#N.[K+] (KCN), CO (methanol). Solvent: O (water). The product is CC1C=2C3=C(C(=NC2NC(C1)=O)C#N)N=CC=C3 (1-methyl-6-cyano-1,2-dihydropyrido[2,3-c][1,8]naphthyridin-3(4H)-one). The yield is 70.0%. Reaction SMILES: [CH3:1][CH:2]1[CH2:11][C:10](=[O:12])[NH:9][C:8]2[N:7]=[C:6](Br)[C:5]3[N:14]=[CH:15][CH:16]=[CH:17][C:4]=3[C:3]1=2.[C:18]([Cu])#[N:19].[C-]#N.[K+].CO>O>[CH3:1][CH:2]1[CH2:11][C:10](=[O:12])[NH:9][C:8]2[N:7]=[C:6]([C:18]#[N:19])[C:5]3[N:14]=[CH:15][CH:16]=[CH:17][C:4]=3[C:3]1=2 |f:2.3|. Reported procedure: 2 g (0.007 mol) of 1-methyl-6-bromo-1,2-dihydropyrido[2,3-c][1,8]naphthyridin-3(4H)-one, 0.3 g (0.003 mol) of CuCN and 0.3 g (0.005 mol) of KCN are heated for 7 hours at 160° C. in an autoclave with 20 ml of methanol and 10 ml of water. After cooling, the mixture is filtered under suction, and the residue digested in chloroform/methanol, 1:1, under reflux for 4 hours. The organic phase is filtered, dried and concentrated. The residue is purified by recrystallization from ethanol/petroleum ether,... The reactants are C1CCOC1, C[Si](C)(C)N[Si](C)(C)C, [Cl-], Cc1nc(-c2cccnc2F)c2ncn(C3CCCCO3)c2n1, [Li], CC(=O)Nc1ccc(N)cc1, [NH4+]. The product is CC(=O)Nc1ccc(Nc2ncccc2-c2nc(C)nc3c2ncn3C2CCCCO2)cc1. RXN SMILES: [CH2:45]1[O:46][CH2:47][CH2:48][CH2:49]1.[CH3:35][Si:36]([NH:37][Si:38]([CH3:39])([CH3:40])[CH3:41])([CH3:42])[CH3:43].[Cl-:50].[F:12][c:13]1[n:14][cH:15][cH:16][cH:17][c:18]1-[c:19]1[c:20]2[n:21][cH:22][n:23]([CH:29]3[O:30][CH2:31][CH2:32][CH2:33][CH2:34]3)[c:24]2[n:25][c:26]([CH3:28])[n:27]1.[Li:44].[NH2:1][c:2]1[cH:3][cH:4][c:5]([NH:6][C:7]([CH3:8])=[O:9])[cH:10][cH:11]1.[NH4+:51]>>[NH:1]([c:2]1[cH:3][cH:4][c:5]([NH:6][C:7]([CH3:8])=[O:9])[cH:10][cH:11]1)[c:13]1[n:14][cH:15][cH:16][cH:17][c:18]1-[c:19]1[c:20]2[n:21][cH:22][n:23]([CH:29]3[O:30][CH2:31][CH2:32][CH2:33][CH2:34]3)[c:24]2[n:25][c:26]([CH3:28])[n:27]1. Starting materials: N1CCCCC1 (piperidine), C1(CC1)C1=NC(=NO1)C=1N=CN2C1N(C(C1=C(C=CC=C21)Cl)=O)C (3-(5-cyclopropyl-1,2,4-oxadiazol-3-yl)-4-methyl-5-oxo-6-chloro-4,5-dihydro-imidazo(1,5-a)quinazoline). The solvent is CN(C=O)C (dimethylformamide). Product: C1(CC1)C1=NC(=NO1)C=1N=CN2C1N(C(C1=C(C=CC=C21)N2CCCCC2)=O)C (3-(5-cyclopropyl-1,2,4-oxadiazol-3-yl)-4-methyl-5-oxo-6-(1-piperidyl)-4,5-dihydro-imidazo(1,5-a)quinazoline). The yield is 81.0%. As a reaction SMILES: [CH:1]1([C:4]2[O:8][N:7]=[C:6]([C:9]3[N:10]=[CH:11][N:12]4[C:21]5[C:16](=[C:17](Cl)[CH:18]=[CH:19][CH:20]=5)[C:15](=[O:23])[N:14]([CH3:24])[C:13]=34)[N:5]=2)[CH2:3][CH2:2]1.[NH:25]1[CH2:30][CH2:29][CH2:28][CH2:27][CH2:26]1>CN(C)C=O>[CH:1]1([C:4]2[O:8][N:7]=[C:6]([C:9]3[N:10]=[CH:11][N:12]4[C:21]5[C:16](=[C:17]([N:25]6[CH2:30][CH2:29][CH2:28][CH2:27][CH2:26]6)[CH:18]=[CH:19][CH:20]=5)[C:15](=[O:23])[N:14]([CH3:24])[C:13]=34)[N:5]=2)[CH2:3][CH2:2]1. Procedure: 3-(5-cyclopropyl-1,2,4-oxadiazol-3-yl)-4-methyl-5-oxo-6-chloro-4,5-dihydro-imidazo(1,5-a)quinazoline (0.28 g, 0.8 mmol) was heated to 110° C. for 21/2 h in a mixture of 20 ml of dimethylformamide and 1 ml of piperidine. The reaction mixture was then evaporated in vacuo and the residue triturated with 5 ml of water, filtered off and dried to give 0.26 g (81%) 3-(5-cyclopropyl-1,2,4-oxadiazol-3-yl)-4-methyl-5-oxo-6-(1-piperidyl)-4,5-dihydro-imidazo(1,5-a)quinazoline, M.p. 185°-192° C.